From a dataset of the Open Reaction Database (ORD), a public repository of structured organic reaction records. describe an organic reaction: reactants, conditions, products, and yield The reactants are C[Si](O)(C)C (Trimethylsilanol). Run in C(C)OCC (diethylether). Product: C[Si](C)(C)O[Si](C)(C)C (HMDSO). RXN SMILES: [CH3:1][Si:2]([CH3:5])([CH3:4])[OH:3]>C(OCC)C>[CH3:1][Si:2]([O:3][Si:2]([CH3:5])([CH3:4])[CH3:1])([CH3:5])[CH3:4]. Reported procedure: This reaction proceeds slowly without diethylether but reacts faster at reflux temperatures. Trimethylsilanol is condensed during the HMDS distillation step to give HMDSO, which reacts as shown above. Starting materials: CO (methanol), Cl.C1(CC1)C(=O)C(C1=C(C=CC=C1)F)N1C\C(\C(CC1)S)=C/C(=O)O ((E)-1-(α-cylopropylcarbonyl-2-fluorobenzyl)-3-carboxymethylidene-4-mercaptopiperidine hydrochloride), CSSC (dimethyl disulfide), FC(C(=O)O)(F)F (trifluoroacetic acid). Solvent: C(C)#N (acetonitrile), C(C)#N.O (acetonitrile water). Run at time 90 minute. The product is FC(C(=O)O)(F)F.C1(CC1)C(=O)C(C1=C(C=CC=C1)F)N1C/C(/C(CC1)S)=C/C(=O)O ((Z)-1-(α-Cyclopropylcarbonyl-2-fluorobenzyl)-3-carboxymethylidene-4-mercaptopiperidine trifluoroacetate). Reaction SMILES: CO.Cl.[CH:4]1([C:7]([CH:9]([N:17]2[CH2:22][CH2:21][CH:20]([SH:23])/[C:19](=[CH:24]/[C:25]([OH:27])=[O:26])/[CH2:18]2)[C:10]2[CH:15]=[CH:14][CH:13]=[CH:12][C:11]=2[F:16])=[O:8])[CH2:6][CH2:5]1.CSSC.[F:32][C:33]([F:38])([F:37])[C:34]([OH:36])=[O:35]>C(#N)C.O.C(#N)C>[F:32][C:33]([F:38])([F:37])[C:34]([OH:36])=[O:35].[CH:4]1([C:7]([CH:9]([N:17]2[CH2:22][CH2:21][CH:20]([SH:23])/[C:19](=[CH:24]\[C:25]([OH:27])=[O:26])/[CH2:18]2)[C:10]2[CH:15]=[CH:14][CH:13]=[CH:12][C:11]=2[F:16])=[O:8])[CH2:6][CH2:5]1 |f:1.2,5.6,8.9|. Procedure details: In 60 ml of a (1:1) mixed solvent of methanol and acetonitrile, 0.50 g (1.3 mmol) of (E)-1-(α-cylopropylcarbonyl-2-fluorobenzyl)-3-carboxymethylidene-4-mercaptopiperidine hydrochloride and 0.05 ml of dimethyl disulfide were dissolved, followed by exposure to light for 90 minutes under cooling by using a low-pressure mercury lamp of 32 W. After the completion of the reaction, the reaction mixture was concentrated by evaporation under reduced pressure. The residue was subjected to high-performance... Reactants: C1CCOC1, CO, [Cl-], CCOC(=O)Cc1cc([N+](=O)[O-])c(F)cc1C#C[Si](C)(C)C, [NH4+]. As a reaction SMILES: [CH2:27]1[O:28][CH2:29][CH2:30][CH2:31]1.[CH3:25][OH:26].[Cl-:23].[F:1][c:2]1[cH:3][c:4]([C:17]#[C:18][Si:19]([CH3:20])([CH3:21])[CH3:22])[c:5]([CH2:11][C:12](=[O:13])[O:14][CH2:15][CH3:16])[cH:6][c:7]1[N+:8]([O-:9])=[O:10].[NH4+:24]>>[F:1][c:2]1[cH:3][c:4]([C:17]#[C:18][Si:19]([CH3:20])([CH3:21])[CH3:22])[c:5]([CH2:11][C:12](=[O:13])[O:14][CH2:15][CH3:16])[cH:6][c:7]1[NH2:8]. Product: CCOC(=O)Cc1cc(N)c(F)cc1C#C[Si](C)(C)C. Reactants: O (water), FC(C(=O)NCC1=CC=C(C=C1)CO)(F)F (2,2,2-trifluoro-N-(4-hydroxymethyl-benzyl)-acetamide), NC1=NC=CC(=N1)Cl (2-amino-4-chloro-pyrimidine), [H-].[Na+] (NaH). Solvent: CC(=O)N(C)C (dimethylacetamide). The product is NC1=NC=CC(=N1)OCC1=CC=C(CNC(C(F)(F)F)=O)C=C1 (N-[4-(2-Amino-pyrimidin-4-yloxymethyl)-benzyl]-2,2,2-trifluoro-acetamide). Reaction SMILES: [F:1][C:2]([F:16])([F:15])[C:3]([NH:5][CH2:6][C:7]1[CH:12]=[CH:11][C:10]([CH2:13][OH:14])=[CH:9][CH:8]=1)=[O:4].[H-].[Na+].[NH2:19][C:20]1[N:25]=[C:24](Cl)[CH:23]=[CH:22][N:21]=1.O>CC(N(C)C)=O>[NH2:19][C:20]1[N:25]=[C:24]([O:14][CH2:13][C:10]2[CH:11]=[CH:12][C:7]([CH2:6][NH:5][C:3](=[O:4])[C:2]([F:15])([F:16])[F:1])=[CH:8][CH:9]=2)[CH:23]=[CH:22][N:21]=1 |f:1.2|. Procedure details: 252 mg (1.15 mmol) 2,2,2-trifluoro-N-(4-hydroxymethyl-benzyl)-acetamide is dissolved in 2 mL dry dimethylacetamide under argon atmosphere, and 56 mg (2.31 mmol) NaH is added. 100 mg (0.77 mmol) 2-amino-4-chloro-pyrimidine (2) is added and the solution stirred at room temperature over night. 1 mL water is added carefully to quench all excess NaH and the mixture poured into 50 ml of 0.5 N HCl. The crude product is extracted with ethyl acetate, the combined organic phases washed with brine and drie... The reactants are C(C)(C)(C)C1=C(C(=CC=C1)C(C)(C)C)O (2,6-di-tert.-butylphenol), [Na] (sodium), C(CCCCCO)O (1,6-hexanediol), Cl (hydrochloric acid), [Na] (sodium). Conditions: temperature 225 celsius. Yields the product C(C)(C)(C)C=1C=C(C=C(C1O)C(C)(C)C)CCCCCCO (6-(3,5-di-tert.-butyl-4-hydroxyphenyl)hexanol). Isolated yield 66.6%. As a reaction SMILES: [Na].[CH2:2](O)[CH2:3][CH2:4][CH2:5][CH2:6][CH2:7][OH:8].[C:10]([C:14]1[CH:19]=[CH:18][CH:17]=[C:16]([C:20]([CH3:23])([CH3:22])[CH3:21])[C:15]=1[OH:24])([CH3:13])([CH3:12])[CH3:11].Cl>>[C:20]([C:16]1[CH:17]=[C:18]([CH2:2][CH2:3][CH2:4][CH2:5][CH2:6][CH2:7][OH:8])[CH:19]=[C:14]([C:10]([CH3:13])([CH3:12])[CH3:11])[C:15]=1[OH:24])([CH3:23])([CH3:22])[CH3:21] |^1:0|. Procedure details: To 1.15 grams of metallic sodium (0.05 moles) was added to 59 grams of 1,6-hexanediol (0.5 moles) in a 250 ml flask fitted with a water trap and the mixture was stirred until the sodium dissolved. There was then added 20.6 grams of 2,6-di-tert.-butylphenol (0.1 mole) and the mixture was heated for 7.5 hours at 225° C. The mixture was allowed to cool and the base was neutralized by the addition of 5 ml. of concentrated hydrochloric acid. Sodium chloride from neutralization of the base was removed...